This data is from the Open Reaction Database (ORD), a public repository of structured organic reaction records. The task is: describe an organic reaction: reactants, conditions, products, and yield Starting materials: CC(C)N, CO, O=C1CCC(c2ccc(OCC3CO3)c3ccccc23)=NN1. Product: CC(C)NCC(O)COc1ccc(C2=NNC(=O)CC2)c2ccccc12. Reaction SMILES: [CH3:23][CH:24]([CH3:25])[NH2:26].[CH3:27][OH:28].[O:1]1[CH:2]([CH2:3][O:4][c:5]2[cH:6][cH:7][c:8]([C:15]3=[N:20][NH:19][C:18](=[O:21])[CH2:17][CH2:16]3)[c:9]3[cH:10][cH:11][cH:12][cH:13][c:14]23)[CH2:22]1>>[OH:1][CH:2]([CH2:3][O:4][c:5]1[cH:6][cH:7][c:8]([C:15]2=[N:20][NH:19][C:18](=[O:21])[CH2:17][CH2:16]2)[c:9]2[cH:10][cH:11][cH:12][cH:13][c:14]12)[CH2:22][NH:26][CH:24]([CH3:23])[CH3:25]. Reactants: CC1=NSC(=C1)C=1C=CC=2N(N1)C(=NN2)CN ((6-(3-methylisothiazol-5-yl)-[1,2,4]triazolo[4,3-b]pyridazin-3-yl)methanamine), ClC=1C=CN=C2C=C(C=NC12)OC (8-chloro-3-methoxy-1,5-naphthyridine), N (NH3), CC(CC)O (2-butanol). Run in CO (MeOH). Reaction conditions: temperature 120 celsius, time 8 hour. Yields the product COC1=CN=C2C(=CC=NC2=C1)NCC1=NN=C2N1N=C(C=C2)C2=CC(=NS2)C (7-methoxy-N-((6-(3-methylisothiazol-5-yl)-[1,2,4]-triazolo[4,3-b]pyridazin-3-yl)methyl)-1,5-naphthyridin-4-amine). Yield: 80.0%. As a reaction SMILES: [CH3:1][C:2]1[CH:6]=[C:5]([C:7]2[CH:8]=[CH:9][C:10]3[N:11]([C:13]([CH2:16][NH2:17])=[N:14][N:15]=3)[N:12]=2)[S:4][N:3]=1.Cl[C:19]1[CH:20]=[CH:21][N:22]=[C:23]2[C:28]=1[N:27]=[CH:26][C:25]([O:29][CH3:30])=[CH:24]2.CC(O)CC.N>CO>[CH3:30][O:29][C:25]1[CH:24]=[C:23]2[C:28]([C:19]([NH:17][CH2:16][C:13]3[N:11]4[N:12]=[C:7]([C:5]5[S:4][N:3]=[C:2]([CH3:1])[CH:6]=5)[CH:8]=[CH:9][C:10]4=[N:15][N:14]=3)=[CH:20][CH:21]=[N:22]2)=[N:27][CH:26]=1. Procedure details: (6-(3-methylisothiazol-5-yl)-[1,2,4]triazolo[4,3-b]pyridazin-3-yl)methanamine (548 mg, 2225 μmol) and 8-chloro-3-methoxy-1,5-naphthyridine (576 mg, 2959 μmol) were charged in a microwave vial. 2-butanol (7 mL) was added and the reaction mixture was stirred at 120° C. under micro-waves irradiation for 8 h. 2M NH3 in MeOH was added. Purification by MPLC (DCM/MeOH+1% NH4OH: 100/0 to 90/10) afforded the title compound (720 mg, 80% yield). MS m/z=405.1 [M+H]+. Calc'd for C19H16N8OS: 404.46